Dataset: the Open Reaction Database (ORD), a public repository of structured organic reaction records. Task: describe an organic reaction: reactants, conditions, products, and yield Starting materials: C1(CCCC1)C(C=1OC2=C(C1C)C=C(C=C2)F)NC2=CC=C(C=C2)C(=O)NCCC(=O)OCC (Ethyl 3-{[(4-{[cyclopentyl(5-fluoro-3-methyl-1-benzofuran-2-yl)methyl]amino}phenyl)carbonyl]amino}propanoate), [OH-].[Na+] (sodium hydroxide). Run in O1CCCC1 (tetrahydrofuran), C(C)O (ethanol). Run at time 30 minute. Product: C1(CCCC1)C(C=1OC2=C(C1C)C=C(C=C2)F)NC2=CC=C(C=C2)C(=O)NCCC(=O)O (3-{[(4-{[cyclopentyl(5-fluoro-3-methyl-1-benzofuran-2-yl)methyl]amino}phenyl)carbonyl]amino}propanoic acid). Yield: 82.9%. RXN SMILES: [CH:1]1([CH:6]([NH:18][C:19]2[CH:24]=[CH:23][C:22]([C:25]([NH:27][CH2:28][CH2:29][C:30]([O:32]CC)=[O:31])=[O:26])=[CH:21][CH:20]=2)[C:7]2[O:8][C:9]3[CH:16]=[CH:15][C:14]([F:17])=[CH:13][C:10]=3[C:11]=2[CH3:12])[CH2:5][CH2:4][CH2:3][CH2:2]1.[OH-].[Na+]>C(O)C.O1CCCC1>[CH:1]1([CH:6]([NH:18][C:19]2[CH:20]=[CH:21][C:22]([C:25]([NH:27][CH2:28][CH2:29][C:30]([OH:32])=[O:31])=[O:26])=[CH:23][CH:24]=2)[C:7]2[O:8][C:9]3[CH:16]=[CH:15][C:14]([F:17])=[CH:13][C:10]=3[C:11]=2[CH3:12])[CH2:5][CH2:4][CH2:3][CH2:2]1 |f:1.2|. Reported procedure: Ethyl 3-{[(4-{[cyclopentyl(5-fluoro-3-methyl-1-benzofuran-2-yl)methyl]amino}phenyl)carbonyl]amino}propanoate (363 mg) synthesized in Example A189 was dissolved in ethanol (1.5 mL) and tetrahydrofuran (1.5 mL), 1N aqueous sodium hydroxide solution (1.5 mL) was added to the solution, and the mixture was stirred at room temperature for 30 min. The solvent was evaporated under reduced pressure, water (4 mL) was added to the mixture, and the mixture was neutralized with 1N hydrochloric acid under ice... Starting materials: O\C=C\1/C(NC2=CC(=CC=C12)F)=O (Z-3-[(hydroxy)-methylene]-6-fluoro-1,3-dihydro-indol-2-one), NC1=NNC=C1 (3-aminopyrazole), O\C=C\1/C(NC2=CC(=CC=C12)F)=O (Z-3-[(hydroxy)-methylene]-6-fluoro-1,3-dihydro-indol-2-one), O\C=C\1/C(NC2=CC=CC=C12)=O (Z-3-[(hydroxy)-methylene]-1,3-dihydro-indol-2-one), CC1=CC(=NN1)N (5-methyl-1H-pyrazol-3-ylamine), CC1=CC(=NN1)N (5-methyl-1H-pyrazol-3-ylamine). The solvent is O1CCCC1 (tetrahydrofuran). The product is FC1=CC=C2C(C(NC2=C1)=O)=CNC1=NNC(=C1)C (6-Fluoro-3-[(5-methyl-1H-pyrazol-3-ylamino)-methylene]-1,3-dihydro-indol-2-one). As a reaction SMILES: O/[CH:2]=[C:3]1\[C:4](=[O:13])[NH:5][C:6]2[C:11]\1=[CH:10][CH:9]=[C:8]([F:12])[CH:7]=2.O/C=C1\C(=O)NC2C\1=CC=CC=2.[CH3:26][C:27]1[NH:31][N:30]=[C:29]([NH2:32])[CH:28]=1.NC1C=CNN=1>O1CCCC1>[F:12][C:8]1[CH:7]=[C:6]2[C:11]([C:3](=[CH:2][NH:32][C:29]3[CH:28]=[C:27]([CH3:26])[NH:31][N:30]=3)[C:4](=[O:13])[NH:5]2)=[CH:10][CH:9]=1. Reported procedure: The named compound is prepared by substituting E & Z-3-[(hydroxy)-methylene]-6-fluoro-1,3-dihydro-indol-2-one for E & Z-3-[(hydroxy)-methylene]-1,3-dihydro-indol-2-one and 5-methyl-1H-pyrazol-3-ylamine for 3-aminopyrazole in the reaction of Example 1. Specifically, E & Z-3-[(hydroxy)-methylene]-6-fluoro-1,3-dihydro-indol-2-one (0.033 gms.) is reacted with 0.040 gms. 5-methyl-1H-pyrazol-3-ylamine by refluxing in tetrahydrofuran (0.88 mL) to afford the named compound in the amount of 0.0163 gms. Starting materials: [B](C1CC2CC(C1C)C2(C)C)C3CC4CC(C3C)C4(C)C (diisopinocampheylborane), compound 4, B (borane), compound 4, C1NCCC2=CC=CC=C12 (tetrahydroisoquinoline), tetrahydroisoquinolines, CC1=CCC2CC1C2(C)C (alpha pinene), intermediate 4. Run in O1CCCC1 (tetrahydrofuran), O1CCCC1 (tetrahydrofuran), O1CCCC1 (tetrahydrofuran). Product: C12=C(CCC(C1(C)C)C2)C (pinene). As a reaction SMILES: [CH3:1][C:2]1[CH:7]2[C:8]([CH3:10])([CH3:9])[CH:5]([CH2:6]2)[CH2:4][CH:3]=1.B.[B](C1C(C)C2C(C)(C)C(C2)C1)C1C(C)C2C(C)(C)C(C2)C1.C1C2C(=CC=CC=2)CCN1>O1CCCC1>[C:7]12[CH2:6][CH:5]([C:8]1([CH3:10])[CH3:9])[CH2:4][CH2:3][C:2]=2[CH3:1] |^1:11|. Procedure: Another way to accomplish this assymetric reduction of compound 4' to optically active tetrahydroisoquinolines is to reduce the compound in tetrahydrofuran with the reagent which is obtained by reacting 2 moles of optically active alpha pinene with borane in tetrahydrofuran. The solution of the diisopinocampheylborane functions as the reducing agent in the reduction of the intermediate 4' to chiral tetrahydroisoquinoline. Basically, the compound 4' is treated with a slight excess of this reagent... Starting materials: Cc1ccc(O)c(Br)c1, O=C([O-])[O-], CCI, CC(C)=O, CCOCC, [K+], [K+], O. Yields the product CCOc1ccc(C)cc1Br. Reaction SMILES: [Br:1][c:2]1[c:3]([OH:9])[cH:4][cH:5][c:6]([CH3:8])[cH:7]1.[C:10](=[O:11])([O-:12])[O-:13].[CH2:16]([CH3:17])[I:18].[CH3:19][C:20](=[O:21])[CH3:22].[CH3:23][CH2:24][O:25][CH2:26][CH3:27].[K+:14].[K+:15].[OH2:28]>>[Br:1][c:2]1[c:3]([O:9][CH2:16][CH3:17])[cH:4][cH:5][c:6]([CH3:8])[cH:7]1. The product is C(C)(C)C=1C=C(C=CC1)C(CC=CC1=CC(=C(C=C1)OC)OC)C (4-(4-(3-Isopropylphenyl)pent-1-enyl)-1,2-dimethoxybenzene). The solvent is C1CCOC1 (THF), C1CCOC1 (THF). RXN SMILES: [Br-].[CH3:2][O:3][C:4]1[CH:5]=[C:6]([CH2:12][P+](C2C=CC=CC=2)(C2C=CC=CC=2)C2C=CC=CC=2)[CH:7]=[CH:8][C:9]=1[O:10][CH3:11].[Li]CCCC.[CH:37]([C:40]1[CH:41]=[C:42]([CH:46]([CH3:50])[CH2:47][CH:48]=O)[CH:43]=[CH:44][CH:45]=1)([CH3:39])[CH3:38].O>C1COCC1>[CH:37]([C:40]1[CH:41]=[C:42]([CH:46]([CH3:50])[CH2:47][CH:48]=[CH:12][C:6]2[CH:7]=[CH:8][C:9]([O:10][CH3:11])=[C:4]([O:3][CH3:2])[CH:5]=2)[CH:43]=[CH:44][CH:45]=1)([CH3:39])[CH3:38] |f:0.1|. The reactants are C(C)(C)C=1C=C(C=CC1)C(CC=O)C (3-(3-Isopropylphenyl)butanal), O (H2O), [Br-].COC=1C=C(C=CC1OC)C[P+](C1=CC=CC=C1)(C1=CC=CC=C1)C1=CC=CC=C1 ((3,4-dimethoxyphenyl)methyltriphenylphosphonium bromide), [Li]CCCC (n-BuLi). Isolated yield 82.3%. Run at temperature 0 celsius, time 20 minute. Procedure: A solution of (3,4-dimethoxyphenyl)methyltriphenylphosphonium bromide (4.93 g, 10.0 mmol, 1.0 equiv.) in THF (10 mL), was cooled to 0° C. After adding n-BuLi (1.6 M in hexanes, 6.3 mL, 10.0 mmol, 1.0 equiv.) at 0° C., the red suspension was stirred at 0° C. for 20 min. 3-(3-Isopropylphenyl)butanal (2.09 g, 11.0 mmol, 1.1 equiv.) in THF (11 mL) was added, and the mixture was stirred at 0° C.→25° C. for 16 h. After addition of H2O at 25° C., the aqueous layer was extracted with hexanes (2×), the c... The reactants are solution, O1CCCC1 (tetrahydrofuran), C(=O)=O (carbon dioxide), C(=O)=O (dry ice), CCCCC (pentane), BrC=1C=C(C2=C(C(CC3(CC3)O2)(C)C)C1)C1CC1 (6-bromo-8-cyclopropyl-3,4-dihydro-4,4-dimethylspiro[2H-1-benzopyran-2,1′-cyclopropane]), BrC=1C=C(C2=C(C(CC3(CC3)O2)(C)C)C1)C1CC1 (6-bromo-8-cyclopropyl-3,4-dihydro-4,4-dimethylspiro[2H-1-benzopyran-2,1′-cyclopropane]), C(C)(C)(C)[Li] (tert-butyl lithium). Solvent: CCCCCC (hexane), C(C)(=O)OCC (ethyl acetate). Product: C(C)C=1C=C(C=C2C(CC(OC12)(C)C)(C)C)C#CC1=CC=C(C=C1)CC(=O)O ([4-(8-Ethyl-2,2,4,4-tetramethyl-chroman-6-yl-ethynyl)phenyl] acetic acid), solid. The yield is 85.0%. RXN SMILES: Br[C:2]1[CH:3]=[C:4](C2CC2)[C:5]2[O:12][C:9]3([CH2:11][CH2:10]3)[CH2:8][C:7]([CH3:14])([CH3:13])[C:6]=2[CH:15]=1.O1[CH2:23][CH2:22][CH2:21][CH2:20]1.[C:24]([Li])(C)(C)[CH3:25].[CH3:29][CH2:30][CH2:31][CH2:32][CH3:33].[C:34](=[O:36])=[O:35]>CCCCCC.C(OCC)(=O)C>[CH2:24]([C:4]1[CH:3]=[C:2]([C:29]#[C:30][C:31]2[CH:20]=[CH:21][C:22]([CH2:23][C:34]([OH:36])=[O:35])=[CH:33][CH:32]=2)[CH:15]=[C:6]2[C:5]=1[O:12][C:9]([CH3:11])([CH3:10])[CH2:8][C:7]2([CH3:13])[CH3:14])[CH3:25]. Reported procedure: Following general procedure R and using 6-bromo-8-cyclopropyl-3,4-dihydro-4,4-dimethylspiro[2H-1-benzopyran-2,1′-cyclopropane] (Intermediate 42, 0.45 g, 1.48 mmol), anhydrous tetrahydrofuran (5 mL), 1.7M solution of tert-butyl lithium solution in pentane ( 1.74 mL, 2.96 mmol) and carbon dioxide generated from dry ice, followed by flash column chromatography over silica gel (230-400 mesh) using 50% ethyl acetate in hexane as the eluent, the title compound was obtained as a white solid (0.34 g, 85... Starting materials: O (water), carboxylic acid, NCC1(CCCCC1)O (amino methyl cyclohexanol). Product: carboxylate, OCC1(CCCCC1)O (hydroxymethyl cyclohexanol). As a reaction SMILES: N[CH2:2][C:3]1([OH:9])[CH2:8][CH2:7][CH2:6][CH2:5][CH2:4]1.[OH2:10]>>[OH:10][CH2:2][C:3]1([OH:9])[CH2:8][CH2:7][CH2:6][CH2:5][CH2:4]1. Procedure: Compounds of this type may be prepared from isophorone utilizing the methods described in U.S. Pat. Nos. 3,270,044 and 3,352,913 to form an amino methyl cyclohexanol which is then reacted with a carboxylic acid in a fusion cook by heating stoichiometric quantities of the amine and the acid until molten and stirring the molten mixture with a nitrogen sweep to drive off water vapor. The progress of the reaction is stopped when an acid number just below theoretical is obtained. Similarly, the carbo... Reactants: CI, [H-], [Na+], CC(C)N1CCC(Oc2ccc3c(c2)cc2n3C(CO)CNC2=O)CC1. The product is CC(C)N1CCC(Oc2ccc3c(c2)cc2n3C(CO)CN(C)C2=O)CC1. Reaction SMILES: [CH3:27][I:28].[H-:29].[Na+:30].[OH:1][CH2:2][CH:3]1[CH2:4][NH:5][C:6](=[O:26])[c:7]2[n:8]1[c:9]1[cH:10][cH:11][c:12]([O:16][CH:17]3[CH2:18][CH2:19][N:20]([CH:23]([CH3:24])[CH3:25])[CH2:21][CH2:22]3)[cH:13][c:14]1[cH:15]2>>[OH:1][CH2:2][CH:3]1[CH2:4][N:5]([CH3:27])[C:6](=[O:26])[c:7]2[n:8]1[c:9]1[cH:10][cH:11][c:12]([O:16][CH:17]3[CH2:18][CH2:19][N:20]([CH:23]([CH3:24])[CH3:25])[CH2:21][CH2:22]3)[cH:13][c:14]1[cH:15]2.